This data is from the Open Reaction Database (ORD), a public repository of structured organic reaction records. The task is: describe an organic reaction: reactants, conditions, products, and yield The product is NC(=O)CC(C(=O)O)N1C(=O)c2cccc(N)c2C1=O. Starting materials: CN(C)C=O, [H][H], NC(=O)CC(C(=O)O)N1C(=O)c2cccc([N+](=O)[O-])c2C1=O. Reaction SMILES: [CH3:25][N:26]([CH3:27])[CH:28]=[O:29].[H:23][H:24].[N+:1]([O-:2])(=[O:3])[c:4]1[c:5]2[c:9]([cH:10][cH:11][cH:12]1)[C:8](=[O:13])[N:7]([CH:14]([C:15](=[O:16])[OH:17])[CH2:18][C:19]([NH2:20])=[O:21])[C:6]2=[O:22]>>[NH2:1][c:4]1[c:5]2[c:9]([cH:10][cH:11][cH:12]1)[C:8](=[O:13])[N:7]([CH:14]([C:15](=[O:16])[OH:17])[CH2:18][C:19]([NH2:20])=[O:21])[C:6]2=[O:22].